This data is from the Open Reaction Database (ORD), a public repository of structured organic reaction records. The task is: describe an organic reaction: reactants, conditions, products, and yield Starting materials: CC1=NC=CC(=C1)C(CC#N)=O (3-(2-Methylpyridin-4-yl)-3-oxopropanenitrile), CNN (methyl hydrazine). Run in CO (MeOH). Reaction conditions: temperature 70 celsius, time 8 hour. Yields the product CN1N=C(C=C1N)C1=CC(=NC=C1)C (1-methyl-3-(2-methylpyridin-4-yl)-1H-pyrazol-5-amine). The yield is 49.0%. Reaction SMILES: [CH3:1][C:2]1[CH:7]=[C:6]([C:8](=O)[CH2:9][C:10]#[N:11])[CH:5]=[CH:4][N:3]=1.[CH3:13][NH:14][NH2:15]>CO>[CH3:13][N:14]1[C:10]([NH2:11])=[CH:9][C:8]([C:6]2[CH:5]=[CH:4][N:3]=[C:2]([CH3:1])[CH:7]=2)=[N:15]1. Procedure: To a 100 ml flask was added 3-(2-methylpyridin-4-yl)-3-oxopropanenitrile 16.1.C, (465 mg, 2.9 mmole), 10 ml of MeOH and methyl hydrazine (249 μl, 7.26 mmole). The reaction was stirred at 70° C. for 8 hours at which time the solvent was removed with a stream of nitrogen. The crude product was purified by using a silica gel column (eluting with 5% MeOH in DCM) to give of 1-methyl-3-(2-methylpyridin-4-yl)-1H-pyrazol-5-amine 16.1.D as a yellow film (317 mg 49% yield). (Note: converted to HCl salt).